This data is from the Open Reaction Database (ORD), a public repository of structured organic reaction records. The task is: describe an organic reaction: reactants, conditions, products, and yield Starting materials: CS(=O)(=O)Cl, COC(C)(C)C, CCCCc1cc2cc(N)ccc2o1, N, C1CCOC1, O. Yields the product CCCCc1cc2cc(NS(C)(=O)=O)ccc2o1. RXN SMILES: [CH3:20][S:21]([Cl:22])(=[O:23])=[O:24].[CH3:27][O:28][C:29]([CH3:30])([CH3:31])[CH3:32].[NH2:1][c:2]1[cH:3][cH:4][c:5]2[c:6]([cH:7][c:8]([CH2:10][CH2:11][CH2:12][CH3:13])[o:9]2)[cH:14]1.[NH3:25].[O:15]1[CH2:16][CH2:17][CH2:18][CH2:19]1.[OH2:26]>>[NH:1]([c:2]1[cH:3][cH:4][c:5]2[c:6]([cH:7][c:8]([CH2:10][CH2:11][CH2:12][CH3:13])[o:9]2)[cH:14]1)[S:21]([CH3:20])(=[O:23])=[O:24].